This data is from the Open Reaction Database (ORD), a public repository of structured organic reaction records. The task is: describe an organic reaction: reactants, conditions, products, and yield Reactants: C(C1=CC=CC=C1)O[C@H]1[C@H](O[C@@H]([C@H]([C@@H]1OCC1=CC=CC=C1)OCC1=CC=CC=C1)COCC1=CC=CC=C1)CCCO (3-(2,3,4,6-tetra-O-benzyl-α-D-glucopyranosyl)propanol), CCN(C(C)C)C(C)C (DIPEA), O (water), CS(=O)(=O)Cl (methanesulfonyl chloride). Solvent: C(Cl)Cl (CH2Cl2). Reaction conditions: temperature 0 celsius, time 1 hour. The product is CS(=O)(=O)OCCC[C@@H]1[C@H](OCC2=CC=CC=C2)[C@@H](OCC2=CC=CC=C2)[C@H](OCC2=CC=CC=C2)[C@H](O1)COCC1=CC=CC=C1 (3-(2,3,4,6-tetra-O-benzyl-α-D-glucopyranosyl)propyl methanesulfonate). As a reaction SMILES: [CH2:1]([O:8][C@@H:9]1[C@@H:14]([O:15][CH2:16][C:17]2[CH:22]=[CH:21][CH:20]=[CH:19][CH:18]=2)[C@H:13]([O:23][CH2:24][C:25]2[CH:30]=[CH:29][CH:28]=[CH:27][CH:26]=2)[C@@H:12]([CH2:31][O:32][CH2:33][C:34]2[CH:39]=[CH:38][CH:37]=[CH:36][CH:35]=2)[O:11][C@@H:10]1[CH2:40][CH2:41][CH2:42][OH:43])[C:2]1[CH:7]=[CH:6][CH:5]=[CH:4][CH:3]=1.CCN(C(C)C)C(C)C.[CH3:53][S:54](Cl)(=[O:56])=[O:55].O>C(Cl)Cl>[CH3:53][S:54]([O:43][CH2:42][CH2:41][CH2:40][C@H:10]1[O:11][C@H:12]([CH2:31][O:32][CH2:33][C:34]2[CH:35]=[CH:36][CH:37]=[CH:38][CH:39]=2)[C@@H:13]([O:23][CH2:24][C:25]2[CH:26]=[CH:27][CH:28]=[CH:29][CH:30]=2)[C@H:14]([O:15][CH2:16][C:17]2[CH:22]=[CH:21][CH:20]=[CH:19][CH:18]=2)[C@H:9]1[O:8][CH2:1][C:2]1[CH:7]=[CH:6][CH:5]=[CH:4][CH:3]=1)(=[O:56])=[O:55]. Procedure: To a solution of 3-(2,3,4,6-tetra-O-benzyl-α-D-glucopyranosyl)propanol (3.35 g, 5.75 mmol) in CH2Cl2 (30 mL) at 0° C. was added DIPEA (1.25 mL, 7.19 mmol) and followed by dropwise addition of methanesulfonyl chloride (538μL, 6.9 mmol). After stirring at 0° C. for 1 hr, the reaction mixture was poured into water (50 mL). The organic layer was separated and washed with sat'd NaHCO3 (50 mL), brine (30 mL), dried over MgSO4, filtered and concentrated to give the title compound. 1H NMR (CDCl3) δ 1.76...